Dataset: the Open Reaction Database (ORD), a public repository of structured organic reaction records. Task: describe an organic reaction: reactants, conditions, products, and yield Starting materials: O=C1N(c2ccc(OC(F)(F)F)cc2)CC2CC(Br)CN12, Cc1ccc(S)cc1, [Na]. Yields the product Cc1ccc(SC2CC3CN(c4ccc(OC(F)(F)F)cc4)C(=O)N3C2)cc1. As a reaction SMILES: [Br:10][CH:11]1[CH2:12][CH:13]2[N:14]([C:15](=[O:29])[N:16]([c:18]3[cH:19][cH:20][c:21]([O:24][C:25]([F:26])([F:27])[F:28])[cH:22][cH:23]3)[CH2:17]2)[CH2:30]1.[CH3:2][c:3]1[cH:4][cH:5][c:6]([SH:9])[cH:7][cH:8]1.[Na:1]>>[CH3:2][c:3]1[cH:4][cH:5][c:6]([S:9][CH:11]2[CH2:12][CH:13]3[N:14]([C:15](=[O:29])[N:16]([c:18]4[cH:19][cH:20][c:21]([O:24][C:25]([F:26])([F:27])[F:28])[cH:22][cH:23]4)[CH2:17]3)[CH2:30]2)[cH:7][cH:8]1. Reactants: NNC(=O)OCc1ccccc1, CCO, O=C1C2CC3CC(C2)CC1C3. Product: O=C(NN=C1C2CC3CC(C2)CC1C3)OCc1ccccc1. RXN SMILES: [CH2:12]([c:13]1[cH:14][cH:15][cH:16][cH:17][cH:18]1)[O:19][C:20]([NH:21][NH2:22])=[O:23].[CH3:24][CH2:25][OH:26].[CH:1]12[C:2](=[O:11])[CH:3]3[CH2:4][CH:5]([CH2:6][CH:7]([CH2:8]1)[CH2:9]3)[CH2:10]2>>[CH:1]12[C:2](=[N:22][NH:21][C:20]([O:19][CH2:12][c:13]3[cH:14][cH:15][cH:16][cH:17][cH:18]3)=[O:23])[CH:3]3[CH2:4][CH:5]([CH2:6][CH:7]([CH2:8]1)[CH2:9]3)[CH2:10]2. The reactants are O=C=Nc1ccc(OC(F)(F)F)cc1, NCc1cn(-c2ccccc2)c2cc(Cl)ccc2c1=O. Product: O=C(NCc1cn(-c2ccccc2)c2cc(Cl)ccc2c1=O)Nc1ccc(OC(F)(F)F)cc1. Reaction SMILES: [F:21][C:22]([O:23][c:24]1[cH:25][cH:26][c:27]([N:30]=[C:31]=[O:32])[cH:28][cH:29]1)([F:33])[F:34].[NH2:1][CH2:2][c:3]1[cH:4][n:5](-[c:15]2[cH:16][cH:17][cH:18][cH:19][cH:20]2)[c:6]2[cH:7][c:8]([Cl:14])[cH:9][cH:10][c:11]2[c:12]1=[O:13]>>[NH:1]([CH2:2][c:3]1[cH:4][n:5](-[c:15]2[cH:16][cH:17][cH:18][cH:19][cH:20]2)[c:6]2[cH:7][c:8]([Cl:14])[cH:9][cH:10][c:11]2[c:12]1=[O:13])[C:31]([NH:30][c:27]1[cH:26][cH:25][c:24]([O:23][C:22]([F:21])([F:33])[F:34])[cH:29][cH:28]1)=[O:32]. Starting materials: C(C)(=O)NC1=CC=CC=2CCC(CC12)NCC1=CC=CC=C1 (1-acetamido-7-benzylamino-5,6,7,8-tetrahydronaphthalene), C=O (paraformaldehyde), C(#N)[BH3-].[Na+] (sodium cyanoborohydride). Run in C(C)(=O)O (acetic acid). Reaction conditions: time 48 hour. Product: C(C)(=O)NC1=CC=CC=2CCC(CC12)NCCC1=CC=CC=C1 (1-Acetamido-7-benzylmethylamino-5,6,7,8-tetrahydronaphthalene). The yield is 103.8%. As a reaction SMILES: [C:1]([NH:4][C:5]1[C:14]2[CH2:13][CH:12]([NH:15][CH2:16][C:17]3[CH:22]=[CH:21][CH:20]=[CH:19][CH:18]=3)[CH2:11][CH2:10][C:9]=2[CH:8]=[CH:7][CH:6]=1)(=[O:3])[CH3:2].C=O.[C:25]([BH3-])#N.[Na+]>C(O)(=O)C>[C:1]([NH:4][C:5]1[C:14]2[CH2:13][CH:12]([NH:15][CH2:16][CH2:17][C:22]3[CH:21]=[CH:20][CH:19]=[CH:18][CH:25]=3)[CH2:11][CH2:10][C:9]=2[CH:8]=[CH:7][CH:6]=1)(=[O:3])[CH3:2] |f:2.3|. Procedure details: A mixture of 1-acetamido-7-benzylamino-5,6,7,8-tetrahydronaphthalene (14.3 g, 50 mmol), paraformaldehyde (15 g, 0.5 mol) and sodium cyanoborohydride (15.7 g, 0.25 mol) in acetic acid (250 mL) was stirred at room temperature for 48 h. The solvent was removed and the residue taken up in water:diethyl ether. The aqueous phase was basified with 12.5% NaOH and back extracted with ether. The combined ether layers were washed with saturated NaCl, dried over magnesium sulfate, filtered and evaporated to... Reactants: C=Cc1ccccc1Br, C1CCOC1, ClCCl, C=CC(O)C1OC(=O)C(OC)C1O. Yields the product COC1C(=O)OC(C(O)C=Cc2ccccc2Br)C1O. RXN SMILES: [Br:14][c:15]1[c:16]([CH:17]=[CH2:18])[cH:19][cH:20][cH:21][cH:22]1.[CH2:23]1[O:24][CH2:25][CH2:26][CH2:27]1.[Cl:28][CH2:29][Cl:30].[OH:1][CH:2]1[CH:3]([O:12][CH3:13])[C:4](=[O:11])[O:5][CH:6]1[CH:7]([CH:8]=[CH2:9])[OH:10]>>[OH:1][CH:2]1[CH:3]([O:12][CH3:13])[C:4](=[O:11])[O:5][CH:6]1[CH:7]([CH:8]=[CH:9][c:16]1[c:15]([Br:14])[cH:22][cH:21][cH:20][cH:19]1)[OH:10]. Reactants: C(C)(C)C=1SC=C(N1)CP(OCC)(OCC)=O (diethyl [(2-isopropyl-1,3-thiazol-4-yl)methyl]phosphonate), [H-].[Na+] (sodium hydride), O (Water), COCOC1=NN(C=C1C=O)C1=CC=CC=C1 (3-(Methoxymethoxy)-1-phenyl-1H-pyrazole-4-carbaldehyde). Run in O1CCCC1 (tetrahydrofuran). Reaction conditions: time 30 minute. Yields the product C(C)(C)C=1SC=C(N1)\C=C\C=1C(=NN(C1)C1=CC=CC=C1)OCOC (2-isopropyl-4-{(E)-2-[3-(methoxymethoxy)-1-phenyl-1H-pyrazol-4-yl]ethenyl}-1,3-thiazole). Yield: 60.4%. RXN SMILES: [CH:1]([C:4]1[S:5][CH:6]=[C:7]([CH2:9]P(=O)(OCC)OCC)[N:8]=1)([CH3:3])[CH3:2].[H-].[Na+].[CH3:20][O:21][CH2:22][O:23][C:24]1[C:28]([CH:29]=O)=[CH:27][N:26]([C:31]2[CH:36]=[CH:35][CH:34]=[CH:33][CH:32]=2)[N:25]=1.O>O1CCCC1>[CH:1]([C:4]1[S:5][CH:6]=[C:7](/[CH:9]=[CH:29]/[C:28]2[C:24]([O:23][CH2:22][O:21][CH3:20])=[N:25][N:26]([C:31]3[CH:36]=[CH:35][CH:34]=[CH:33][CH:32]=3)[CH:27]=2)[N:8]=1)([CH3:2])[CH3:3] |f:1.2|. Reported procedure: To a solution of diethyl [(2-isopropyl-1,3-thiazol-4-yl)methyl]phosphonate (2.47 g) in tetrahydrofuran (100 mL) was added sodium hydride (60% in oil, 0.36 g) at room temperature, and the mixture was stirred for 30 min. 3-(Methoxymethoxy)-1-phenyl-1H-pyrazole-4-carbaldehyde (1.72 g) was added to the reaction mixture and the mixture was heated under reflux for 2 hrs. Water was poured into the reaction mixture, and the mixture was extracted with ethyl acetate. The ethyl acetate layer was washed wit...